Dataset: the Open Reaction Database (ORD), a public repository of structured organic reaction records. Task: describe an organic reaction: reactants, conditions, products, and yield The reactants are CCCCN1C(=O)C(Cl)=C(c2ccccc2)S1(=O)=O, CCCCCCN, CN(C)C=O. Product: CCCCCCNC1=C(c2ccccc2)S(=O)(=O)N(CCCC)C1=O. As a reaction SMILES: [CH2:1]([CH2:2][CH2:3][CH3:4])[N:5]1[S:6](=[O:18])(=[O:19])[C:7]([c:12]2[cH:13][cH:14][cH:15][cH:16][cH:17]2)=[C:8]([Cl:11])[C:9]1=[O:10].[CH2:20]([CH2:21][CH2:22][CH2:23][CH2:24][CH3:25])[NH2:26].[O:27]=[CH:28][N:29]([CH3:30])[CH3:31]>>[CH2:1]([CH2:2][CH2:3][CH3:4])[N:5]1[S:6](=[O:18])(=[O:19])[C:7]([c:12]2[cH:13][cH:14][cH:15][cH:16][cH:17]2)=[C:8]([NH:26][CH2:20][CH2:21][CH2:22][CH2:23][CH2:24][CH3:25])[C:9]1=[O:10]. Starting materials: CC1CC(N(Cc2ccccc2)Cc2ccccc2)CC1c1cnc2cnc3[nH]ccc3n12, CCO, [OH-], [OH-], [Pd+2]. Product: CC1CC(N)CC1c1cnc2cnc3[nH]ccc3n12. RXN SMILES: [CH2:1]([N:8]([CH2:2][c:3]1[cH:4][cH:5][cH:6][cH:7][cH:27]1)[CH:9]1[CH2:10][CH:11]([c:15]2[cH:16][n:17][c:18]3[n:19]2[c:20]2[c:21]([n:22][cH:23]3)[nH:24][cH:25][cH:26]2)[CH:12]([CH3:14])[CH2:13]1)[c:28]1[cH:29][cH:30][cH:31][cH:32][cH:33]1.[CH3:34][CH2:35][OH:36].[OH-:37].[OH-:38].[Pd+2:39]>>[NH2:8][CH:9]1[CH2:10][CH:11]([c:15]2[cH:16][n:17][c:18]3[n:19]2[c:20]2[c:21]([n:22][cH:23]3)[nH:24][cH:25][cH:26]2)[CH:12]([CH3:14])[CH2:13]1. Reactants: OCC=1N=CNC1CSCCN (2-[(4-hydroxymethyl-1H-imidazol-5-yl)methylthio]-ethylamine), CSC(=C[N+](=O)[O-])SC (1,1-bis(methylthio)-2-nitroethylene), [N+](=O)([O-])C=C(NCCSCC1=C(N=CN1)CO)SC (1-nitro-2-methylthio-2-{2-[(4-hydroxymethyl-1H-imidazol-5-yl)methylthio]ethylamino}ethylene), C(C#C)N (propargylamine). Product: [N+](=O)([O-])C=C(NCCSCC1=C(N=CN1)CO)NCC#C (1-Nitro-2-(2-propynylamino)-2-{2-[(4-hydroxymethyl-1H-imidazol-5-yl)methylthio]ethylamino}ethylene). As a reaction SMILES: OC[C:3]1[N:4]=CN[C:7]=1[CH2:8]SCCN.CSC(SC)=C[N+]([O-])=O.[N+:22]([CH:25]=[C:26](SC)[NH:27][CH2:28][CH2:29][S:30][CH2:31][C:32]1[NH:36][CH:35]=[N:34][C:33]=1[CH2:37][OH:38])([O-:24])=[O:23].C(N)C#C>>[N+:22]([CH:25]=[C:26]([NH:4][CH2:3][C:7]#[CH:8])[NH:27][CH2:28][CH2:29][S:30][CH2:31][C:32]1[NH:36][CH:35]=[N:34][C:33]=1[CH2:37][OH:38])([O-:24])=[O:23]. Procedure: When 2-[(4-hydroxymethyl-1H-imidazol-5-yl)methylthio]-ethylamine [prepared according to the procedure described in Belgian Pat. No. 843,840] is reacted with 1,1-bis(methylthio)-2-nitroethylene according to the procedure of Example 6, Step A, and the resultant 1-nitro-2-methylthio-2-{2-[(4-hydroxymethyl-1H-imidazol-5-yl)methylthio]ethylamino}ethylene is treated with propargylamine by the procedure of Example 6, Step B, the title compound is produced. Reactants: COC1=CC=CN2C1=NC1=C(C2=O)CCC1 (5-methoxy-1,2,3,10-tetrahydro-cyclopenta[d]pyrido[1,2-a]pyrimidine-10-one), C(C1=CC=CC=C1)=O (benzaldehyde), C[O-].[Na+] (sodium methoxide). The solvent is CO (methanol). Yields the product C(C1=CC=CC=C1)=C1CCC2=C1N=C1N(C2=O)C=CC=C1OC (3-benzylidene-5-methoxy-1,2,3,10-tetrahydro-cyclopenta[d]pyrido[1,2-a]pyrimidine-10-one). As a reaction SMILES: [CH3:1][O:2][C:3]1[C:8]2=[N:9][C:10]3[CH2:16][CH2:15][CH2:14][C:11]=3[C:12](=[O:13])[N:7]2[CH:6]=[CH:5][CH:4]=1.[CH:17](=O)[C:18]1[CH:23]=[CH:22][CH:21]=[CH:20][CH:19]=1.C[O-].[Na+]>CO>[CH:17](=[C:16]1[C:10]2[N:9]=[C:8]3[C:3]([O:2][CH3:1])=[CH:4][CH:5]=[CH:6][N:7]3[C:12](=[O:13])[C:11]=2[CH2:14][CH2:15]1)[C:18]1[CH:23]=[CH:22][CH:21]=[CH:20][CH:19]=1 |f:2.3|. Procedure: 5-methoxy-1,2,3,10-tetrahydro-cyclopenta[d]pyrido[1,2-a]pyrimidine-10-one, m.p. 212°-214° C., (4 g) was reacted with benzaldehyde (8 g) in methanol (150 ml) in the presence of sodium methoxide (4 g) at reflux temperature for 150 hours. After cooling and concentration in vacuo to a small volume the precipitate was filtered and washed with water until neutral: crystallization from dioxane gave 2.5 g of 3-benzylidene-5-methoxy-1,2,3,10-tetrahydro-cyclopenta[d]pyrido[1,2-a]pyrimidine-10-one, m.p. 22... Reactants: COC(=NC#N)c1ccccn1, CCOCC, CO, CO, Cc1ccc(CCN)cc1. The product is Cc1ccc(CCN=C(NC#N)c2ccccn2)cc1. As a reaction SMILES: [C:1](#[N:2])[N:3]=[C:4]([O:5][CH3:6])[c:7]1[n:8][cH:9][cH:10][cH:11][cH:12]1.[CH2:23]([O:24][CH2:25][CH3:26])[CH3:27].[CH3:28][OH:29].[CH3:30][OH:31].[c:13]1([CH3:22])[cH:14][cH:15][c:16]([CH2:19][CH2:20][NH2:21])[cH:17][cH:18]1>>[C:1](#[N:2])[NH:3][C:4]([c:7]1[n:8][cH:9][cH:10][cH:11][cH:12]1)=[N:21][CH2:20][CH2:19][c:16]1[cH:15][cH:14][c:13]([CH3:22])[cH:18][cH:17]1.